The task is: describe an organic reaction: reactants, conditions, products, and yield. This data is from the Open Reaction Database (ORD), a public repository of structured organic reaction records. The reactants are [Mg] (magnesium), ice water, CN(C(=O)C1=CC=CC=2N=NSC21)OC (N-methyl-N-methoxybenzo-1,2,3-thiadiazole-7-carboxamide), Cl (hydrochloric acid), CI (methyl iodide). Reagents/catalysts: BrBr (bromine). Solvent: C(C)OCC (diethyl ether), O1CCCC1 (tetrahydrofuran), C(C)OCC (diethyl ether). Run at temperature 75 celsius, time 1.5 hour. Yields the product C(C)(=O)C1=CC=CC=2N=NSC21 (7-acetylbenzo-1,2,3-thiadiazole). RXN SMILES: [Mg].[CH3:2]I.CN(OC)[C:6]([C:8]1[C:16]2[S:15][N:14]=[N:13][C:12]=2[CH:11]=[CH:10][CH:9]=1)=[O:7].Cl>C(OCC)C.BrBr.O1CCCC1>[C:6]([C:8]1[C:16]2[S:15][N:14]=[N:13][C:12]=2[CH:11]=[CH:10][CH:9]=1)(=[O:7])[CH3:2]. Procedure: 0.59 g of magnesium turnings in 3 ml of diethyl ether are activated with 1 drop of bromine, and a solution of 1.5 ml of methyl iodide in 5.5 ml of diethyl ether is added dropwise with stirring. When the exothermic reaction has subsided, the mixture is heated and kept for a further 1.5 hours at bath temperature 55° C. The resulting solution is added dropwise under a nitrogen atmosphere and with stirring at -10° C. to the initially introduced solution of 4.9 g of N-methyl-N-methoxybenzo-1,2,3-thia... The reactants are COc1cc2c(cc1O[Si](C(C)C)(C(C)C)C(C)C)CC(C)(C)NC2, COc1cccc(CCl)c1, CCO. Yields the product COc1cccc(CN2Cc3cc(OC)c(O[Si](C(C)C)(C(C)C)C(C)C)cc3CC2(C)C)c1. RXN SMILES: [CH3:1][O:2][c:3]1[c:4]([O:15][Si:16]([CH:17]([CH3:18])[CH3:19])([CH:20]([CH3:21])[CH3:22])[CH:23]([CH3:24])[CH3:25])[cH:5][c:6]2[c:11]([cH:12]1)[CH2:10][NH:9][C:8]([CH3:13])([CH3:14])[CH2:7]2.[CH3:26][O:27][c:28]1[cH:29][c:30]([CH2:31][Cl:32])[cH:33][cH:34][cH:35]1.[CH3:36][CH2:37][OH:38]>>[CH3:1][O:2][c:3]1[c:4]([O:15][Si:16]([CH:17]([CH3:18])[CH3:19])([CH:20]([CH3:21])[CH3:22])[CH:23]([CH3:24])[CH3:25])[cH:5][c:6]2[c:11]([cH:12]1)[CH2:10][N:9]([CH2:31][c:30]1[cH:29][c:28]([O:27][CH3:26])[cH:35][cH:34][cH:33]1)[C:8]([CH3:13])([CH3:14])[CH2:7]2. Reaction SMILES: [C:1]([CH3:2])([CH3:3])([CH3:4])[O:5][C:6]([N:7]([CH3:8])[CH2:9][CH2:10][CH:11]1[CH2:12][CH2:13][CH:14]([CH2:17][OH:18])[CH2:15][CH2:16]1)=[O:19].[CH3:32][C:33]#[N:34].[Cl:26][C:27]([Cl:28])([Cl:29])[Cl:30].[I+3:20]([O-:21])([O-:22])([O-:23])[O-:24].[Na+:25].[OH2:31]>>[C:1]([CH3:2])([CH3:3])([CH3:4])[O:5][C:6]([N:7]([CH3:8])[CH2:9][CH2:10][CH:11]1[CH2:12][CH2:13][CH:14]([C:17](=[O:18])[OH:21])[CH2:15][CH2:16]1)=[O:19]. Starting materials: CN(CCC1CCC(CO)CC1)C(=O)OC(C)(C)C, CC#N, ClC(Cl)(Cl)Cl, [O-][I+3]([O-])([O-])[O-], [Na+], O. Yields the product CN(CCC1CCC(C(=O)O)CC1)C(=O)OC(C)(C)C.